Task: describe an organic reaction: reactants, conditions, products, and yield. Dataset: the Open Reaction Database (ORD), a public repository of structured organic reaction records The reactants are CN(C=O)C (dimethylformamide), [H-].[Na+] (sodium hydride), FC1=CC=C(C=C1)C#N (4-fluorocyanobenzene), N1C=NC=C1 (imidazole). Solvent: O (water). Run at temperature 100 celsius, time 8 hour. Yields the product C(#N)C1=CC=C(C=C1)N1C=NC=C1 (1-(4-cyanophenyl)imidazole). RXN SMILES: CN(C)C=O.F[C:7]1[CH:12]=[CH:11][C:10]([C:13]#[N:14])=[CH:9][CH:8]=1.[NH:15]1[CH:19]=[CH:18][N:17]=[CH:16]1.[H-].[Na+]>O>[C:13]([C:10]1[CH:11]=[CH:12][C:7]([N:15]2[CH:19]=[CH:18][N:17]=[CH:16]2)=[CH:8][CH:9]=1)#[N:14] |f:3.4|. Procedure: 1500 ml of dry dimethylformamide (DMF) are placed in a 1000 ml four-necked flask while passing nitrogen over it and 72.67 g (0.6 mol) of 4-fluorocyanobenzene and 61.2 g (0.9 mol) of imidazole and finally 21.6 g (0.9 mol) of sodium hydride are added. The reaction mixture is heated to 100° C., stirred at this temperature for 4 hours and subsequently overnight at room temperature. The reaction mixture is then poured into water and the resulting mixture is extracted a number of times with dichlorome...